This data is from the Open Reaction Database (ORD), a public repository of structured organic reaction records. The task is: describe an organic reaction: reactants, conditions, products, and yield As a reaction SMILES: [OH2:30].[OH:19][CH:20]([CH2:21][NH2:22])[c:23]1[cH:24][c:25]([Cl:29])[cH:26][cH:27][cH:28]1.[cH:31]1[cH:32][cH:33][cH:34][cH:35][cH:36]1.[n:1]1[cH:2][cH:3][c:4]([CH2:7][O:8][c:9]2[cH:10][cH:11][c:12]([CH2:15][C:16]([CH3:17])=[O:18])[cH:13][cH:14]2)[cH:5][cH:6]1>>[n:1]1[cH:2][cH:3][c:4]([CH2:7][O:8][c:9]2[cH:10][cH:11][c:12]([CH2:15][CH:16]([CH3:17])[NH:22][CH2:21][CH:20]([OH:19])[c:23]3[cH:24][c:25]([Cl:29])[cH:26][cH:27][cH:28]3)[cH:13][cH:14]2)[cH:5][cH:6]1. The product is CC(Cc1ccc(OCc2ccncc2)cc1)NCC(O)c1cccc(Cl)c1. Reactants: O, NCC(O)c1cccc(Cl)c1, c1ccccc1, CC(=O)Cc1ccc(OCc2ccncc2)cc1. Procedure details: 2-Methanesulfonyl-4-[benzimidazol-1-yl]pyrimidine was reacted with (S)-1-phenylpropylamine according to the procedure described in EXAMPLE 1, Step C to afford the title compound. Mass Spectrum (ESI): m/e 330.3 (M+1). 1H NMR (500 MHz, CDCl3): δ partial 8.49 (br s, 1H); 8.38 (d, J=5.5 Hz, 1H); 7.83 (d, J=7.6 Hz, 1H); 7.27-7.44 (m, 6H); 6.77 (d, J=5.5 Hz, 1H); 5.88 (br s, 1H); 4.97 (br s, 1H); 1.97 (m, 2H); 1.03 (t, J=7.5 Hz, 3H). Starting materials: CS(=O)(=O)C1=NC=CC(=N1)N1C=NC2=C1C=CC=C2 (2-Methanesulfonyl-4-[benzimidazol-1-yl]pyrimidine), C1(=CC=CC=C1)[C@H](CC)N ((S)-1-phenylpropylamine). RXN SMILES: CS([C:5]1[N:10]=[C:9]([N:11]2[C:15]3[CH:16]=[CH:17][CH:18]=[CH:19][C:14]=3[N:13]=[CH:12]2)[CH:8]=[CH:7][N:6]=1)(=O)=O.[C:20]1([C@@H:26]([NH2:29])[CH2:27][CH3:28])[CH:25]=[CH:24][CH:23]=[CH:22][CH:21]=1>>[C:20]1([C@@H:26]([NH:29][C:5]2[N:10]=[C:9]([N:11]3[C:15]4[CH:16]=[CH:17][CH:18]=[CH:19][C:14]=4[N:13]=[CH:12]3)[CH:8]=[CH:7][N:6]=2)[CH2:27][CH3:28])[CH:25]=[CH:24][CH:23]=[CH:22][CH:21]=1. Product: C1(=CC=CC=C1)[C@H](CC)NC1=NC=CC(=N1)N1C=NC2=C1C=CC=C2 (2-[(S)-1-Phenylpropylamino]-4-[benzimidazol-1-yl]pyrimidine). The reactants are [OH-].[K+] (potassium hydroxide), C(C)(=O)OCC1=C(C(=CC=C1)C(C)(C)C)Cl (3-tert-butyl-2-chlorobenzyl acetate). The solvent is C(C)O (ethanol). Conditions: temperature 50 celsius, time 6 hour. Yields the product C(C)(C)(C)C=1C(=C(CO)C=CC1)Cl (3-tert-butyl-2-chlorobenzyl alcohol). The yield is 98.7%. Reaction SMILES: [OH-].[K+].C([O:6][CH2:7][C:8]1[CH:13]=[CH:12][CH:11]=[C:10]([C:14]([CH3:17])([CH3:16])[CH3:15])[C:9]=1[Cl:18])(=O)C>C(O)C>[C:14]([C:10]1[C:9]([Cl:18])=[C:8]([CH:13]=[CH:12][CH:11]=1)[CH2:7][OH:6])([CH3:17])([CH3:15])[CH3:16] |f:0.1|. Procedure details: 21.0 g (0.39 mole) of potassium hydroxide are added to a solution of 62.6 g (0.26 mole) of 3-tert-butyl-2-chlorobenzyl acetate in 400 ml of ethanol. The reaction mixture is stirred for 6 hours at 50° C. and evaporated and the residue is taken up with water. The aqueous mixture is extracted with dichloromethane. 51 g (quantitative) of 3-tert-butyl-2-chlorobenzyl alcohol of boiling point 103°-105° C./0.2 mbar are obtained from the organic phase. The reactants are O=C([O-])[O-], CC(=O)[O-], CC(=O)[O-], C=CC[Si](C)(C)C, [K+], [K+], O, [Pd+2], N#Cc1ccc(OS(=O)(=O)C(F)(F)F)cc1. The product is C=C(C[Si](C)(C)C)c1ccc(C#N)cc1. Reaction SMILES: [C:24](=[O:25])([O-:26])[O-:27].[C:30]([O-:31])(=[O:32])[CH3:33].[C:35]([O-:36])(=[O:37])[CH3:38].[CH2:17]([CH:18]=[CH2:19])[Si:20]([CH3:21])([CH3:22])[CH3:23].[K+:28].[K+:29].[OH2:39].[Pd+2:34].[S:1]([O:2][c:9]1[cH:10][cH:11][c:12]([C:15]#[N:16])[cH:13][cH:14]1)([C:3]([F:4])([F:5])[F:6])(=[O:7])=[O:8]>>[c:9]1([C:18]([CH2:17][Si:20]([CH3:21])([CH3:22])[CH3:23])=[CH2:19])[cH:10][cH:11][c:12]([C:15]#[N:16])[cH:13][cH:14]1. The solvent is ClC(C)Cl (dichloroethane). Procedure: To a solution of methyl (1S,5R)-6-oxabicyclo[3.1.0]hexane-3-carboxylate (300 mg, 2.110 mmol) in 3 ml of dichloroethane in a Teflon tube was added hydrogen fluoride-pyridine (0.190 ml, 2.110 mmol and allowed to stir at ambient for 6 hrs. Carefully poured onto 5 ml ice/NaHCO3 and extracted with three portions of DCM. Dried over sodium sulfate followed by Silica gel chromatgraphy with 30-50% Acetone-hexane to give title compound. 1H NMR (500 MHz, CDCl3) δ 1.96-2.03 (m, 1H), δ 2.12-2.32 (m, 3H), δ 2... Reactants: [C@@H]12CC(C[C@H]2O1)C(=O)OC (methyl (1S,5R)-6-oxabicyclo[3.1.0]hexane-3-carboxylate), N1=CC=CC=C1.F (hydrogen fluoride-pyridine), ice NaHCO3. Reaction conditions: time 6 hour. Reaction SMILES: [C@@H:1]12[O:6][C@@H:5]1[CH2:4][CH:3]([C:7]([O:9][CH3:10])=[O:8])[CH2:2]2.N1C=CC=CC=1.[FH:17]>ClC(Cl)C>[F:17][C@H:1]1[C@H:5]([OH:6])[CH2:4][C@@H:3]([C:7]([O:9][CH3:10])=[O:8])[CH2:2]1 |f:1.2|. Yields the product F[C@@H]1C[C@@H](C[C@H]1O)C(=O)OC (Methyl (1R,3R,4R)-3-fluoro-4-hydroxy-cyclopentanecarboxylate). Starting materials: C(#N)C(C(=O)N(CC1=C(C(=CC=C1)Cl)Cl)C1CC1)(CC1=CC=C(C=C1)CCCO)C (2-Cyano-N-cyclopropyl-N-(2,3-dichlorobenzyl)-3-[4-(3-hydroxypropyl)phenyl]-2-methylpropanamide), C(CCC)P(CCCC)CCCC (tributylphosphine), ClC1=C(C(=CC=C1F)F)O (2-chloro-3,6-difluorphenol), N(=NC(=O)N1CCCCC1)C(=O)N1CCCCC1 (1,1′-(azodicarbonyl)-dipiperidine). The solvent is CCOCC (ether), C1(=CC=CC=C1)C (toluene). Reaction conditions: temperature 80 celsius. Product: ClC1=C(OCCCC2=CC=C(C=C2)CC(C(=O)N(CC2=C(C(=CC=C2)Cl)Cl)C2CC2)(C)C#N)C(=CC=C1F)F (3-{4-[3-(2-Chloro-3,6-difluorophenoxy)propyl]phenyl}-2-cyano-N-cyclopropyl-N-(2,3-dichlorobenzyl)-2-methylpropanamide). As a reaction SMILES: [C:1]([C:3]([CH3:30])([CH2:19][C:20]1[CH:25]=[CH:24][C:23]([CH2:26][CH2:27][CH2:28][OH:29])=[CH:22][CH:21]=1)[C:4]([N:6]([CH:16]1[CH2:18][CH2:17]1)[CH2:7][C:8]1[CH:13]=[CH:12][CH:11]=[C:10]([Cl:14])[C:9]=1[Cl:15])=[O:5])#[N:2].[Cl:31][C:32]1[C:37]([F:38])=[CH:36][CH:35]=[C:34]([F:39])[C:33]=1O.N(C(N1CCCCC1)=O)=NC(N1CCCCC1)=O.C(P(CCCC)CCCC)CCC>CCOCC.C1(C)C=CC=CC=1>[Cl:31][C:32]1[C:37]([F:38])=[CH:36][CH:35]=[C:34]([F:39])[C:33]=1[O:29][CH2:28][CH2:27][CH2:26][C:23]1[CH:22]=[CH:21][C:20]([CH2:19][C:3]([C:1]#[N:2])([CH3:30])[C:4]([N:6]([CH:16]2[CH2:18][CH2:17]2)[CH2:7][C:8]2[CH:13]=[CH:12][CH:11]=[C:10]([Cl:14])[C:9]=2[Cl:15])=[O:5])=[CH:25][CH:24]=1. Procedure: 2-Cyano-N-cyclopropyl-N-(2,3-dichlorobenzyl)-3-[4-(3-hydroxypropyl)phenyl]-2-methylpropanamide from the previous step (1 eq.) and 2-chloro-3,6-difluorphenol (4 eq.) were taken up in freshly deoxygenated toluene (0.05 M). To this solution was then added 1,1′-(azodicarbonyl)-dipiperidine (4 eq.) and finally tributylphosphine (4 eq.). The resulting yellow solution was heated at 80° C. for 3 h. The reaction mixture was cooled to RT, diluted with ether, and washed with 1 N aq. NaOH. The aqueous wash ... Reactants: C(C)(=O)CC(=O)OCC (ethyl acetylacetate), BrCC=1C=C(C(=O)C2=CC=CC=C2)C=CC1 (3-bromomethyl-benzophenone), CC[O-].[Na+] (sodium ethylate), [Na] (sodium). The solvent is C1=CC=CC=C1 (benzene). Conditions: temperature 100 celsius. Yields the product O=C(CC=1C=C(C(=O)C2=CC=CC=C2)C=CC1)C(C)C(=O)OCC (3-(2'-oxo-3'-ethoxycarbonyl-butyl)-benzophenone). RXN SMILES: [CH3:1][CH2:2][O-:3].[Na+].[Na].[C:6]([CH2:9][C:10]([O:12][CH2:13][CH3:14])=[O:11])(=O)C.BrC[C:17]1[CH:18]=[C:19]([CH:28]=[CH:29][CH:30]=1)[C:20]([C:22]1[CH:27]=[CH:26][CH:25]=[CH:24][CH:23]=1)=[O:21]>C1C=CC=CC=1>[O:3]=[C:2]([CH:9]([C:10]([O:12][CH2:13][CH3:14])=[O:11])[CH3:6])[CH2:1][C:24]1[CH:23]=[C:22]([CH:27]=[CH:26][CH:25]=1)[C:20]([C:19]1[CH:18]=[CH:17][CH:30]=[CH:29][CH:28]=1)=[O:21] |f:0.1,^1:4|. Procedure: Dry sodium ethylate prepared from 2.51 g of sodium was added to 125 ml of anhydrous benzene and 13.5 ml of ethyl acetylacetate at 20°C and after heating at 100°C for 15 minutes, 27.5 g of 3-bromomethyl-benzophenone were added all at once. The reaction mixture was refluxed for 3 hours and after cooling to 20°C, the benzene solution was washed twice with 25 ml of 2N hydrochloric acid and then with water until the wash water was neutral. The solution was dried over sodium sulfate and evaporated to ...